This data is from the Open Reaction Database (ORD), a public repository of structured organic reaction records. The task is: describe an organic reaction: reactants, conditions, products, and yield Starting materials: CCN(C(C)C)C(C)C, CN(N)c1ccc(-c2ccc(Cl)cc2)nn1, CCOC(=O)Cl, C1COCCO1. Yields the product CCOC(=O)NN(C)c1ccc(-c2ccc(Cl)cc2)nn1. Reaction SMILES: [CH:17]([N:18]([CH:19]([CH3:20])[CH3:21])[CH2:22][CH3:23])([CH3:24])[CH3:25].[Cl:1][c:2]1[cH:3][cH:4][c:5](-[c:8]2[cH:9][cH:10][c:11]([N:14]([NH2:15])[CH3:16])[n:12][n:13]2)[cH:6][cH:7]1.[Cl:26][C:27](=[O:28])[O:29][CH2:30][CH3:31].[O:32]1[CH2:33][CH2:34][O:35][CH2:36][CH2:37]1>>[Cl:1][c:2]1[cH:3][cH:4][c:5](-[c:8]2[cH:9][cH:10][c:11]([N:14]([NH:15][C:27](=[O:28])[O:29][CH2:30][CH3:31])[CH3:16])[n:12][n:13]2)[cH:6][cH:7]1. The reactants are Cc1cc(C2=CC(c3cc(Cl)cc(Cl)c3)(C(F)(F)F)ON2C)ccc1Br, O=C=O, C1CCOC1, [Li]CCCC, CCCCCC, Cl. Yields the product Cc1cc(C2=CC(c3cc(Cl)cc(Cl)c3)(C(F)(F)F)ON2C)ccc1C(=O)O. Reaction SMILES: [Br:1][c:2]1[c:3]([CH3:26])[cH:4][c:5]([C:8]2=[CH:12][C:11]([C:13]([F:14])([F:15])[F:16])([c:17]3[cH:18][c:19]([Cl:24])[cH:20][c:21]([Cl:23])[cH:22]3)[O:10][N:9]2[CH3:25])[cH:6][cH:7]1.[C:32](=[O:33])=[O:34].[CH2:36]1[O:37][CH2:38][CH2:39][CH2:40]1.[CH3:27][CH2:28][CH2:29][CH2:30][Li:31].[CH3:41][CH2:42][CH2:43][CH2:44][CH2:45][CH3:46].[ClH:35]>>[c:2]1([C:32](=[O:33])[OH:34])[c:3]([CH3:26])[cH:4][c:5]([C:8]2=[CH:12][C:11]([C:13]([F:14])([F:15])[F:16])([c:17]3[cH:18][c:19]([Cl:24])[cH:20][c:21]([Cl:23])[cH:22]3)[O:10][N:9]2[CH3:25])[cH:6][cH:7]1. Reactants: OCCN(C(N[C@H](C(=O)OCC)CC(C)C)=O)CCC1=CC=CC=C1 (Ethyl (2S)-2-[3-(2-hydroxyethyl)-3-phenethylureido]-4-methylvalerate), [OH-].[Li+] (lithium hydroxide), C(CC(O)(C(=O)O)CC(=O)O)(=O)O (citric acid). Solvent: O1CCCC1 (tetrahydrofuran), C(C)O (ethanol). Conditions: time 1 hour. Yields the product OCCN(C(N[C@H](C(=O)O)CC(C)C)=O)CCC1=CC=CC=C1 ((2S)-2-[3-(2-Hydroxyethyl)-3-phenethylureido]-4-methylvaleric Acid). As a reaction SMILES: [OH:1][CH2:2][CH2:3][N:4]([CH2:18][CH2:19][C:20]1[CH:25]=[CH:24][CH:23]=[CH:22][CH:21]=1)[C:5](=[O:17])[NH:6][C@@H:7]([CH2:13][CH:14]([CH3:16])[CH3:15])[C:8]([O:10]CC)=[O:9].[OH-].[Li+].C(O)(=O)CC(CC(O)=O)(C(O)=O)O>O1CCCC1.C(O)C>[OH:1][CH2:2][CH2:3][N:4]([CH2:18][CH2:19][C:20]1[CH:21]=[CH:22][CH:23]=[CH:24][CH:25]=1)[C:5](=[O:17])[NH:6][C@@H:7]([CH2:13][CH:14]([CH3:15])[CH3:16])[C:8]([OH:10])=[O:9] |f:1.2|. Reported procedure: Ethyl (2S)-2-[3-(2-hydroxyethyl)-3-phenethylureido]-4-methylvalerate (Compound No. 1-31, 1.00 g) is dissolved in a mixed solvent of tetrahydrofuran (3.5 ml)-ethanol (2.8 ml). A 2 N aqueous lithium hydroxide solution (1.7 ml) is added thereto under ice cooling, and the mixture is stirred under ice cooling for 25 minutes and further at room temperature for one hour. A 5% aqueous citric acid solution is added to the reaction mixture, and the whole is extracted with ethyl acetate. The organic layer ... Reactants: FC1=C(C=O)C=CC(=C1)F (2,4-difluorobenzaldehyde), O([Si](C)(C)C(C)(C)C)CC(C)(C)N (1-t-butyldimethylsiloxy-2-methyl-2-propylamine). Solvent: C1(=CC=CC=C1)C (toluene). Reaction conditions: temperature 0 celsius. The product is FC1=C(C=CC(=C1)F)CNC(CO[Si](C)(C)C(C)(C)C)(C)C (N-(2,4-difluorophenylmethyl)-N-[dimethyl(t-butyldimethylsiloxymethyl)methyl]amine). The yield is 88.6%. RXN SMILES: [F:1][C:2]1[CH:9]=[C:8]([F:10])[CH:7]=[CH:6][C:3]=1[CH:4]=O.[O:11]([CH2:19][C:20]([NH2:23])([CH3:22])[CH3:21])[Si:12]([C:15]([CH3:18])([CH3:17])[CH3:16])([CH3:14])[CH3:13]>C1(C)C=CC=CC=1>[F:1][C:2]1[CH:9]=[C:8]([F:10])[CH:7]=[CH:6][C:3]=1[CH2:4][NH:23][C:20]([CH3:22])([CH3:21])[CH2:19][O:11][Si:12]([C:15]([CH3:18])([CH3:17])[CH3:16])([CH3:13])[CH3:14]. Procedure details: To a solution of 2,4-difluorobenzaldehyde (1.42 g, 10.0 mmol) in toluene (30 ml) was added 1-t-butyldimethylsiloxy-2-methyl-2-propylamine (2.03 g, 10.0 mmol) and stirred under reflux using a Dean-Stark trap to remove water for 6 hours. The solvent was evaporated and the residue was dissolved in methanol (10 ml). The solution was cooled to 0° C. in ice-water bath and an excess amount of NaBH4 was added. The mixture was gradually warmed to room temperature and stirring was continued until the Schi... The reactants are NC=1C(=NC=C(N1)C(C)C)C#N (3-Amino-5-isopropyl-pyrazine-2-carbonitrile), COC(N(C)C)OC (dimethylformamide dimethylacetal). Solvent: C1(=CC=CC=C1)C (toluene). Product: C(#N)C=1C(=NC(=CN1)C(C)C)N=CN(C)C (N′-(3-Cyano-6-isopropyl-pyrazin-2-yl)-N,N-dimethyl-formamidine). Yield: 100.9%. RXN SMILES: [NH2:1][C:2]1[C:3]([C:11]#[N:12])=[N:4][CH:5]=[C:6]([CH:8]([CH3:10])[CH3:9])[N:7]=1.CO[CH:15](OC)[N:16]([CH3:18])[CH3:17]>C1(C)C=CC=CC=1>[C:11]([C:3]1[C:2]([N:1]=[CH:15][N:16]([CH3:18])[CH3:17])=[N:7][C:6]([CH:8]([CH3:10])[CH3:9])=[CH:5][N:4]=1)#[N:12]. Reported procedure: A mixture of the product from Example 244B (0.37 g, 2.28 mmol) and dimethylformamide dimethylacetal (0.30 g, 2.5 mmol, 1.1 eq) in toluene (25 mL) was heated under reflux for 1.75 h. The reaction mixture was then cooled to room temperature and the solvent evaporated under reduced pressure to provide the title compound (0.50 g, 100%) as a thick red/brown oil that was used in subsequent reactions without further purification. The product is FC1=CC=C(C=C1)C1N(CCC(C1)C(=O)OC)C(=O)OC (dimethyl 2-(4-fluorophenyl)piperidine-1,4-dicarboxylate). Reactants: CCN(C(C)C)C(C)C (DIPEA), FC1=CC=C(C=C1)C1NCCC(C1)C(=O)OC (Methyl 2-(4-fluorophenyl)piperidine-4-carboxylate), ClC(=O)OC (methyl chloroformate). RXN SMILES: [F:1][C:2]1[CH:7]=[CH:6][C:5]([CH:8]2[CH2:13][CH:12]([C:14]([O:16][CH3:17])=[O:15])[CH2:11][CH2:10][NH:9]2)=[CH:4][CH:3]=1.CCN(C(C)C)C(C)C.Cl[C:28]([O:30][CH3:31])=[O:29]>C(Cl)Cl>[F:1][C:2]1[CH:7]=[CH:6][C:5]([CH:8]2[CH2:13][CH:12]([C:14]([O:16][CH3:17])=[O:15])[CH2:11][CH2:10][N:9]2[C:28]([O:30][CH3:31])=[O:29])=[CH:4][CH:3]=1. Conditions: time 1 hour. Procedure details: Methyl 2-(4-fluorophenyl)piperidine-4-carboxylate (7.4 g, 31.19 mmol) was dissolved in DCM (100 mL) and DIPEA (6.52 mL, 37.43 mmol) added followed by methyl chloroformate (2.95 mL, 37.43 mmol) at 0° C. The solution was stirred at room temperature for 1 h. The reaction mixture washed with 0.1 M HCl and satd NaHCO3. The organic phase was passed through a phase separator and evaporated to yield dimethyl 2-(4-fluorophenyl)piperidine-1,4-dicarboxylate (8.07 g, 97%) as a brown oil. MS m/z 296 (M+H)+ Solvent: C(Cl)Cl (DCM). Yield: 87.6%. Starting materials: [Cl-].COC[P+](C1=CC=CC=C1)(C1=CC=CC=C1)C1=CC=CC=C1 ((methoxymethyl)triphenylphosphonium chloride), C(CCC)[Li] (n-butyllithium), BrC=1C=CC2=C(OCCCC2=O)C1 (8-bromo-3,4-dihydro-2H-benzo[b]oxepin-5-one). The solvent is C1CCOC1 (THF), C1CCOC1 (THF). Reaction conditions: temperature -75 celsius, time 1 hour. Yields the product BrC=1C=CC2=C(OCCCC2=COC)C1 (8-bromo-5-methoxymethylene-2,3,4,5-tetrahydrobenzo[b]oxepine). Isolated yield 83.6%. As a reaction SMILES: [Cl-].[CH3:2][O:3][CH2:4][P+](C1C=CC=CC=1)(C1C=CC=CC=1)C1C=CC=CC=1.C([Li])CCC.[Br:29][C:30]1[CH:31]=[CH:32][C:33]2[C:39](=O)[CH2:38][CH2:37][CH2:36][O:35][C:34]=2[CH:41]=1>C1COCC1>[Br:29][C:30]1[CH:31]=[CH:32][C:33]2[C:39](=[CH:2][O:3][CH3:4])[CH2:38][CH2:37][CH2:36][O:35][C:34]=2[CH:41]=1 |f:0.1|. Procedure details: 14.27 g (1.6 eq.) of (methoxymethyl)triphenylphosphonium chloride was suspended in 50 ml of abs. THF and deprotonated at a temperature of −10° C. and −5° C. by adding via syringe 25.2 ml of 1.6 M n-butyllithium (1.55 eq., in hexane). The resultant red ylide solution was cooled to −75° C. and treated with 6.20 g (26.0 mmol) of 8-bromo-3,4-dihydro-2H-benzo[b]oxepin-5-one dissolved in 13 ml of abs. THF. The mixture was then kept for 0.2 h at −78° C. and for 1 h at room temperature, poured onto crus... Starting materials: CC(C)(C)N, CCO, Nc1c(Cl)cc(C2CO2)cc1C(F)(F)F. Yields the product CC(C)(C)NC(CO)c1cc(Cl)c(N)c(C(F)(F)F)c1. As a reaction SMILES: [CH3:16][C:17]([CH3:18])([CH3:19])[NH2:20].[CH3:21][CH2:22][OH:23].[NH2:1][c:2]1[c:3]([Cl:15])[cH:4][c:5]([CH:12]2[CH2:13][O:14]2)[cH:6][c:7]1[C:8]([F:9])([F:10])[F:11]>>[NH2:1][c:2]1[c:3]([Cl:15])[cH:4][c:5]([CH:12]([CH2:13][OH:14])[NH:20][C:17]([CH3:16])([CH3:18])[CH3:19])[cH:6][c:7]1[C:8]([F:9])([F:10])[F:11]. The reactants are CC(C)(C)OC(=O)N1CCC(=O)c2ccccc2N(Cc2ccccc2)C(=O)C1, CCOC(C)=O, C1CCOC1. Product: C=C1CCN(C(=O)OC(C)(C)C)CC(=O)N(Cc2ccccc2)c2ccccc21. Reaction SMILES: [CH2:1]([c:2]1[cH:3][cH:4][cH:5][cH:6][cH:7]1)[N:8]1[C:9](=[O:29])[CH2:10][N:11]([C:22](=[O:23])[O:24][C:25]([CH3:26])([CH3:27])[CH3:28])[CH2:12][CH2:13][C:14](=[O:21])[c:15]2[c:16]1[cH:17][cH:18][cH:19][cH:20]2.[CH3:30][CH2:31][O:32][C:33](=[O:34])[CH3:35].[O:36]1[CH2:37][CH2:38][CH2:39][CH2:40]1>>[CH2:1]([c:2]1[cH:3][cH:4][cH:5][cH:6][cH:7]1)[N:8]1[C:9](=[O:29])[CH2:10][N:11]([C:22](=[O:23])[O:24][C:25]([CH3:26])([CH3:27])[CH3:28])[CH2:12][CH2:13][C:14](=[CH2:30])[c:15]2[c:16]1[cH:17][cH:18][cH:19][cH:20]2. Starting materials: ClCCl, C[Si](C)(C)Cl, C1CCN(C2CCNCC2)CC1, O=C=O, O=S(Cl)Cl. Product: O=C(Cl)N1CCC(N2CCCCC2)CC1. As a reaction SMILES: [CH2:25]([Cl:26])[Cl:27].[CH3:1][Si:2]([Cl:3])([CH3:4])[CH3:5].[N:6]1([CH:12]2[CH2:13][CH2:14][NH:15][CH2:16][CH2:17]2)[CH2:7][CH2:8][CH2:9][CH2:10][CH2:11]1.[O:18]=[C:19]=[O:20].[S:21]([Cl:22])([Cl:23])=[O:24]>>[N:6]1([CH:12]2[CH2:13][CH2:14][N:15]([C:19](=[O:20])[Cl:23])[CH2:16][CH2:17]2)[CH2:7][CH2:8][CH2:9][CH2:10][CH2:11]1.